From a dataset of the Open Reaction Database (ORD), a public repository of structured organic reaction records. describe an organic reaction: reactants, conditions, products, and yield Reagents/catalysts: CC(=O)[O-].CC(=O)[O-].[Pd+2] (Pd(OAc)2). Reaction SMILES: C[Si](C)(C)[C:3]1[CH:8]=[CH:7][C:6]([C:9]2[CH:14]=[CH:13][C:12](I)=[CH:11][C:10]=2F)=[C:5](F)[C:4]=1F.C([C:24]1[CH:29]=[CH:28][C:27](B(O)O)=[CH:26][CH:25]=1)CC.OCC(C)(CO)C.O>CC(O)C.CC([O-])=O.CC([O-])=O.[Pd+2].CC(C)=O>[C:6]1([C:9]2[C:10]([C:24]3[CH:29]=[CH:28][CH:27]=[CH:26][CH:25]=3)=[CH:11][CH:12]=[CH:13][CH:14]=2)[CH:7]=[CH:8][CH:3]=[CH:4][CH:5]=1 |f:5.6.7|. Procedure details: A solution of (2 mmol) of 8, (2.2 mmol) of 4-propylphenylboronic acid, 250 mg (2.40 mmol) of neopentyl glycol, 1.53 g (4.84 mmol) of Ba(OH)2. 8 H2O, 1.35 ml (0.103 mmol, 5 mol %) of a 76 mM acetone solution of Pd(OAc)2 in 20 ml of 95% i-PrOH is stirred at 80° C. for 12 hours. The solvent is subsequently removed under reduced pressure. 5 ml of 2 M HCl are added to the residue, and the mixture is extracted with dichloromethane (3×5 ml). The combined organic phases are dried over MgSO4 and filtered... The reactants are O (H2O), C[Si](C1=C(C(=C(C=C1)C1=C(C=C(C=C1)I)F)F)F)(C)C (Trimethyl (2,3,2′-trifluoro-4′-iodobiphenyl-4-yl)silane), Ba(OH)2, C(CC)C1=CC=C(C=C1)B(O)O (4-propylphenylboronic acid), OCC(C)(CO)C (neopentyl glycol). Isolated yield 89.0%. Product: C1(=CC=CC=C1)C=1C(=CC=CC1)C1=CC=CC=C1 (Terphenyl). Run in CC(C)O (i-PrOH), CC(=O)C (acetone). Starting materials: O1CCC(CC1)N (tetrahydro-2H-pyran-4-amine), ClC=1C=C(C=2N(N1)C(=CN2)C(=O)NC2=CC(=NC=C2)Cl)N(CC2=CC=C(C=C2)OC)C2CC2 (6-chloro-N-(2-chloropyridin-4-yl)-8-(cyclopropyl(4-methoxybenzyl)amino)imidazo[1,2-b]pyridazine-3-carboxamide). Run in CN1CCCC1=O (NMP), CO (MeOH). Conditions: time 16 hour. Yields the product ClC1=NC=CC(=C1)NC(=O)C1=CN=C2N1N=C(C=C2N(CC2=CC=C(C=C2)OC)C2CC2)NC2CCOCC2 (N-(2-chloropyridin-4-yl)-8-(cyclopropyl(4-methoxybenzyl)amino)-6-(tetrahydro-2H-pyran-4-ylamino)imidazo[1,2-b]pyridazine-3-carboxamide). Yield: 12.4%. RXN SMILES: [O:1]1[CH2:6][CH2:5][CH:4]([NH2:7])[CH2:3][CH2:2]1.Cl[C:9]1[CH:10]=[C:11]([N:28]([CH:38]2[CH2:40][CH2:39]2)[CH2:29][C:30]2[CH:35]=[CH:34][C:33]([O:36][CH3:37])=[CH:32][CH:31]=2)[C:12]2[N:13]([C:15]([C:18]([NH:20][C:21]3[CH:26]=[CH:25][N:24]=[C:23]([Cl:27])[CH:22]=3)=[O:19])=[CH:16][N:17]=2)[N:14]=1>CN1C(=O)CCC1.CO>[Cl:27][C:23]1[CH:22]=[C:21]([NH:20][C:18]([C:15]2[N:13]3[N:14]=[C:9]([NH:7][CH:4]4[CH2:5][CH2:6][O:1][CH2:2][CH2:3]4)[CH:10]=[C:11]([N:28]([CH:38]4[CH2:39][CH2:40]4)[CH2:29][C:30]4[CH:35]=[CH:34][C:33]([O:36][CH3:37])=[CH:32][CH:31]=4)[C:12]3=[N:17][CH:16]=2)=[O:19])[CH:26]=[CH:25][N:24]=1. Reported procedure: A solution of tetrahydro-2H-pyran-4-amine (105 mg, 1.034 mmol) and 6-chloro-N-(2-chloropyridin-4-yl)-8-(cyclopropyl(4-methoxybenzyl)amino)imidazo[1,2-b]pyridazine-3-carboxamide (50 mg, 0.103 mmol) in NMP (1 mL) was heated to 140° C. The reaction was stirred for 16 hours until starting material was consumed and then cooled to room temperature. The crude reaction product was dissolved in a small amount of MeOH and purified by reversed phase HPLC (YMC ODS-A 5 um 30×250 mm, 10-90% aqueous methanol c... The reactants are CN1C[C@H]2[C@@H]3CC(C[C@@]3(C)CC[C@@H]2[C@]2(CCC(C=C12)=O)C)=O (6-methyl-6-azaandrost-4-ene-3,16-dione), N#N (N2), [H-].C(C)(C)(C)O[Al](OC(C)(C)C)OC(C)(C)C.[Li+] (lithium tri-tertbutoxyaluminum hydride), Cl (HCl). Solvent: C1CCOC1 (THF). Conditions: temperature 0 celsius, time 24 hour. Product: O[C@@H]1C[C@]2(C)[C@@H](C1)[C@@H]1CN(C3=CC(CC[C@]3(C)[C@H]1CC2)=O)C (16β-hydroxy-6-methyl-6-azaandrost-4-en-3one). RXN SMILES: [CH3:1][N:2]1[C:19]2[C@:14]([CH3:21])([CH2:15][CH2:16][C:17](=[O:20])[CH:18]=2)[C@@H:13]2[C@H:4]([C@H:5]3[C@@:9]([CH2:11][CH2:12]2)([CH3:10])[CH2:8][C:7](=[O:22])[CH2:6]3)[CH2:3]1.N#N.[H-].C(O[Al](OC(C)(C)C)OC(C)(C)C)(C)(C)C.[Li+].Cl>C1COCC1>[OH:22][C@H:7]1[CH2:6][C@H:5]2[C@H:4]3[C@H:13]([CH2:12][CH2:11][C@:9]2([CH3:10])[CH2:8]1)[C@:14]1([CH3:21])[C:19](=[CH:18][C:17](=[O:20])[CH2:16][CH2:15]1)[N:2]([CH3:1])[CH2:3]3 |f:2.3.4|. Procedure details: To a solution of 6-methyl-6-azaandrost-4-ene-3,16-dione (13, R2 =H) (273 mg, 0.906 mmoles) in THF (15 mL) at 0° C. in a N2 atmosphere was added lithium tri-tertbutoxyaluminum hydride (1.0M/THF) (2.36 mL, 2.6 mmoles) and the mixture stirred at 0° C. for 24 hours. The pH was brought to 4 with 0.5M HCl, and the mixture evaporated in vacuo. The residue was dissolved in methylene chloride and washed with H2O and brine and dried over MgSO4. Evaporation in vacuo and flash chromatography on silica gel w... The reactants are CO, [Cl-], O=C1CC(c2cccc(Cl)c2)C2(C(=O)Nc3cc(Cl)ccc32)C(c2cc(I)ccc2[N+](=O)[O-])N1, [NH4+]. Product: Nc1ccc(I)cc1C1NC(=O)CC(c2cccc(Cl)c2)C12C(=O)Nc1cc(Cl)ccc12. Reaction SMILES: [CH3:37][OH:38].[Cl-:35].[Cl:1][c:2]1[cH:3][cH:4][c:5]2[c:9]([cH:10]1)[NH:8][C:7](=[O:11])[C:6]21[CH:12]([c:25]2[c:26]([N+:32]([O-:33])=[O:34])[cH:27][cH:28][c:29]([I:31])[cH:30]2)[NH:13][C:14](=[O:24])[CH2:15][CH:16]1[c:17]1[cH:18][c:19]([Cl:23])[cH:20][cH:21][cH:22]1.[NH4+:36]>>[Cl:1][c:2]1[cH:3][cH:4][c:5]2[c:9]([cH:10]1)[NH:8][C:7](=[O:11])[C:6]21[CH:12]([c:25]2[c:26]([NH2:32])[cH:27][cH:28][c:29]([I:31])[cH:30]2)[NH:13][C:14](=[O:24])[CH2:15][CH:16]1[c:17]1[cH:18][c:19]([Cl:23])[cH:20][cH:21][cH:22]1. Procedure details: 10 ml of a 4 N solution of hydrogen chloride in dioxane were added to 247 mg (0.36 mmol) of ethyl 5-{(tert-butoxycarbonyl)[2-(2-{[4-(5-chloro-1,3-benzoxazol-2-yl)benzyl]oxy}phenyl)ethyl]-amino}-5,6,7,8-tetrahydroquinoline-2-carboxylate (Enantiomer 1, Example 59A), and the mixture was stirred at room temperature for 4 h. The reaction solution was then concentrated to dryness and the residue was dried under high vacuum overnight. This gave 210 mg of the title compound as the hydrochloride in the f... Yields the product ClC=1C=CC2=C(N=C(O2)C2=CC=C(COC3=C(C=CC=C3)CCNC3C=4C=CC(=NC4CCC3)C(=O)OCC)C=C2)C1 (Ethyl 5-{[2-(2-{[4-(5-chloro-1,3-benzoxazol-2-yl)benzyl]oxy}phenyl)ethyl]amino}-5,6,7,8-tetrahydroquinoline-2-carboxylate). The reactants are solution, Cl (hydrogen chloride), C(C)(C)(C)OC(=O)N(C1C=2C=CC(=NC2CCC1)C(=O)OCC)CCC1=C(C=CC=C1)OCC1=CC=C(C=C1)C=1OC2=C(N1)C=C(C=C2)Cl (ethyl 5-{(tert-butoxycarbonyl)[2-(2-{[4-(5-chloro-1,3-benzoxazol-2-yl)benzyl]oxy}phenyl)ethyl]-amino}-5,6,7,8-tetrahydroquinoline-2-carboxylate). The solvent is O1CCOCC1 (dioxane). Run at time 4 hour. RXN SMILES: Cl.C(OC([N:9]([CH2:25][CH2:26][C:27]1[CH:32]=[CH:31][CH:30]=[CH:29][C:28]=1[O:33][CH2:34][C:35]1[CH:40]=[CH:39][C:38]([C:41]2[O:42][C:43]3[CH:49]=[CH:48][C:47]([Cl:50])=[CH:46][C:44]=3[N:45]=2)=[CH:37][CH:36]=1)[CH:10]1[CH2:19][CH2:18][CH2:17][C:16]2[N:15]=[C:14]([C:20]([O:22][CH2:23][CH3:24])=[O:21])[CH:13]=[CH:12][C:11]1=2)=O)(C)(C)C>O1CCOCC1>[Cl:50][C:47]1[CH:48]=[CH:49][C:43]2[O:42][C:41]([C:38]3[CH:39]=[CH:40][C:35]([CH2:34][O:33][C:28]4[CH:29]=[CH:30][CH:31]=[CH:32][C:27]=4[CH2:26][CH2:25][NH:9][CH:10]4[CH2:19][CH2:18][CH2:17][C:16]5[N:15]=[C:14]([C:20]([O:22][CH2:23][CH3:24])=[O:21])[CH:13]=[CH:12][C:11]4=5)=[CH:36][CH:37]=3)=[N:45][C:44]=2[CH:46]=1. Reactants: NC1=NC(=C(C(=N1)C=1OC=CC1)C#N)S(=O)(=O)C (2-amino-4-furan-2-yl-6-methanesulfonyl-pyrimidine-5-carbonitrile), OCCN1CCCCC1 (hydroxyethylpiperidine), C1CCC2=NCCCN2CC1 (DBU). Solvent: COCCOC (DME). Product: NC1=NC(=C(C(=N1)C=1OC=CC1)C#N)OCCN1CCCCC1 (2-Amino-4-furan-2-yl-6-(2-piperidin-1-yl-ethoxy)-pyrimidine-5-carbonitrile). As a reaction SMILES: [NH2:1][C:2]1[N:7]=[C:6]([C:8]2[O:9][CH:10]=[CH:11][CH:12]=2)[C:5]([C:13]#[N:14])=[C:4](S(C)(=O)=O)[N:3]=1.[OH:19][CH2:20][CH2:21][N:22]1[CH2:27][CH2:26][CH2:25][CH2:24][CH2:23]1.C1CCN2C(=NCCC2)CC1>COCCOC>[NH2:1][C:2]1[N:7]=[C:6]([C:8]2[O:9][CH:10]=[CH:11][CH:12]=2)[C:5]([C:13]#[N:14])=[C:4]([O:19][CH2:20][CH2:21][N:22]2[CH2:27][CH2:26][CH2:25][CH2:24][CH2:23]2)[N:3]=1. Procedure details: From 2-amino-4-furan-2-yl-6-methanesulfonyl-pyrimidine-5-carbonitrile, hydroxyethylpiperidine and DBU in DME. ES-MS m/e (%:314 (M+H+, 100).